Dataset: the Open Reaction Database (ORD), a public repository of structured organic reaction records. Task: describe an organic reaction: reactants, conditions, products, and yield Starting materials: C(C)C1=NC=2C(=NC(=CC2C)C)N1C1CCC2=CC(=CC=C12)[Sn](CCCC)(CCCC)CCCC (2-ethyl-5,7-dimethyl-3-(5-tributylstannyl-indan-1-yl)-3H-imidazol[4,5-b]pyridine), IC1=C(C(=O)OC)C=CC=C1 (methyl 2-iodobenzoate), PdCl2 (PPh3)2. Solvent: O1CCOCC1 (1,4-dioxane). The product is COC(C1=C(C=CC=C1)C=1C=C2CCC(C2=CC1)N1C(=NC=2C1=NC(=CC2C)C)CC)=O (2-[1-(Ethyl-5,7-dimethyl-imidazo[4,5-b]pyridin-3-yl)-indan-5-yl]-benzoic acid methyl ester). The yield is 28.7%. Reaction SMILES: [CH2:1]([C:3]1[N:13]([CH:14]2[C:22]3[C:17](=[CH:18][C:19]([Sn](CCCC)(CCCC)CCCC)=[CH:20][CH:21]=3)[CH2:16][CH2:15]2)[C:6]2=[N:7][C:8]([CH3:12])=[CH:9][C:10]([CH3:11])=[C:5]2[N:4]=1)[CH3:2].I[C:37]1[CH:46]=[CH:45][CH:44]=[CH:43][C:38]=1[C:39]([O:41][CH3:42])=[O:40]>O1CCOCC1>[CH3:42][O:41][C:39](=[O:40])[C:38]1[CH:43]=[CH:44][CH:45]=[CH:46][C:37]=1[C:19]1[CH:18]=[C:17]2[C:22](=[CH:21][CH:20]=1)[CH:14]([N:13]1[C:6]3=[N:7][C:8]([CH3:12])=[CH:9][C:10]([CH3:11])=[C:5]3[N:4]=[C:3]1[CH2:1][CH3:2])[CH2:15][CH2:16]2. Procedure: A mixture of 2-ethyl-5,7-dimethyl-3-(5-tributylstannyl-indan-1-yl)-3H-imidazol[4,5-b]pyridine (224 mg, 0.41 mmol), methyl 2-iodobenzoate (131 mg, 0.5 mmol) and PdCl2 (PPh3)2 (28 mg, 0.04 mmol) was heated in anhydrous 1,4-dioxane for 20 hours. After cooling to room temperature, the reaction mixture was concentrated in vacuo and chromatographed on SiO2 -gel using a gradient of 30% EtOAc/hexanes to 50% EtOAc/hexanes to give 50 mg of a colorless oil. 1H NMR (250 MHz, CDCl3): d 7.80 (1 H, d), 7.55 (t... Product: CC(=O)Nc1ccc(C(C)C#N)cc1. The reactants are CC(=O)OC(C)=O, CC(C#N)c1ccc(N)cc1, c1ccncc1. Reaction SMILES: [CH3:12][C:13](=[O:14])[O:15][C:16]([CH3:17])=[O:18].[NH2:1][c:2]1[cH:3][cH:4][c:5]([CH:8]([C:9]#[N:10])[CH3:11])[cH:6][cH:7]1.[cH:19]1[cH:20][cH:21][n:22][cH:23][cH:24]1>>[NH:1]([c:2]1[cH:3][cH:4][c:5]([CH:8]([C:9]#[N:10])[CH3:11])[cH:6][cH:7]1)[C:13]([CH3:12])=[O:14]. Reactants: CCOC1(N2CC3CC(=O)C(C3)C2)OCCO1, O=S(=O)(O)O. Yields the product CCOC(=O)N1CC2CC(=O)C(C2)C1. RXN SMILES: [CH2:1]1[CH2:2][O:3][C:4]([O:5][CH2:7][CH3:17])([N:8]2[CH2:9][CH:10]3[CH2:11][C:12](=[O:16])[CH:13]([CH2:14]2)[CH2:15]3)[O:6]1.[S:18](=[O:19])(=[O:20])([OH:21])[OH:22]>>[CH3:1][CH2:2][O:3][C:4](=[O:5])[N:8]1[CH2:9][CH:10]2[CH2:11][C:12](=[O:16])[CH:13]([CH2:14]1)[CH2:15]2. Reactants: CCOC(C)=O, Cl, CC(C)(C)OC(=O)N1CC=C(c2cn(-c3ccccc3F)nn2)CC1. Yields the product Cl, Fc1ccccc1-n1cc(C2=CCNCC2)nn1. As a reaction SMILES: [C:26]([O:27][CH2:28][CH3:29])(=[O:30])[CH3:31].[ClH:32].[F:1][c:2]1[c:3](-[n:8]2[n:9][n:10][c:11]([C:13]3=[CH:18][CH2:17][N:16]([C:19]([O:20][C:21]([CH3:22])([CH3:23])[CH3:24])=[O:25])[CH2:15][CH2:14]3)[cH:12]2)[cH:4][cH:5][cH:6][cH:7]1>>[ClH:32].[F:1][c:2]1[c:3](-[n:8]2[n:9][n:10][c:11]([C:13]3=[CH:18][CH2:17][NH:16][CH2:15][CH2:14]3)[cH:12]2)[cH:4][cH:5][cH:6][cH:7]1.